From a dataset of the Open Reaction Database (ORD), a public repository of structured organic reaction records. describe an organic reaction: reactants, conditions, products, and yield Reactants: Mg, II (iodine), CC(CCBr)(C)C (3,3-dimethyl-bromobutane), CC(CCBr)(C)C (3,3-dimethyl-bromobutane), C(#N)C1=CC=C(C=O)C=C1 (4-cyanobenzaldehyde), CC(CCBr)(C)C (3,3-dimethyl-bromobutane). Solvent: C1CCOC1 (THF), C1CCOC1 (THF). Conditions: temperature -10 celsius. Yields the product CC(CCC(=O)C1=CC=C(C#N)C=C1)(C)C (4-(4,4-Dimethyl-pentanoyl)-benzonitrile). The yield is 62.5%. Reaction SMILES: II.[CH3:3][C:4]([CH3:9])([CH3:8])[CH2:5][CH2:6]Br.[C:10]([C:12]1[CH:19]=[CH:18][C:15]([CH:16]=[O:17])=[CH:14][CH:13]=1)#[N:11]>C1COCC1>[CH3:3][C:4]([CH3:9])([CH3:8])[CH2:5][CH2:6][C:16]([C:15]1[CH:18]=[CH:19][C:12]([C:10]#[N:11])=[CH:13][CH:14]=1)=[O:17]. Procedure details: Keep Mg turnings (402 mg, 15.251 mmol) in vacuo in a two-neck round bottom flask for 2 h. Purge the flask with nitrogen/vacuo several times. Add a couple crystals of iodine, anhydrous THF (60 mL) and 3,3-dimethyl-bromobutane (0.8 mL, 5.59 mmol) slowly (exothermic reaction observed). Add dropwise the remaining 3,3-dimethyl-bromobutane (1.6 mL, 11.18 mmol) and reflux the mixture overnight. Add some additional 3,3-dimethyl-bromobutane (0.24 mL, 1.67 mmol) and reflux for 30 min. Cool the mixture to ... Reactants: CN1C(=O)COCC1COCc1ccccc1, CO, [H][H]. Yields the product CN1C(=O)COCC1CO. Reaction SMILES: [CH2:1]([c:2]1[cH:3][cH:4][cH:5][cH:6][cH:7]1)[O:8][CH2:9][CH:10]1[N:11]([CH3:17])[C:12](=[O:16])[CH2:13][O:14][CH2:15]1.[CH3:20][OH:21].[H:18][H:19]>>[OH:8][CH2:9][CH:10]1[N:11]([CH3:17])[C:12](=[O:16])[CH2:13][O:14][CH2:15]1. The reactants are O (water), [H-].[Na+] (Sodium hydride), CC1=C(N=C(O1)C1=CC=CC=C1)COC1=CC=C(C=N1)CN1C=C(C(=C1)C1=CC=CC=C1)C=O (1-[6-(5-methyl-2-phenyl-4-oxazolylmethoxy)-3-pyridylmethyl]-4-phenyl-3-pyrrolecarbaldehyde), C(C)OP(=O)(OCC)CC(=O)OCC (ethyl diethylphosphonoacetate). The solvent is CN(C=O)C (N,N-dimethylformamide). Reaction conditions: temperature 0 celsius, time 2 hour. Yields the product CC1=C(N=C(O1)C1=CC=CC=C1)COC1=CC=C(C=N1)CN1C=C(C(=C1)C1=CC=CC=C1)/C=C/C(=O)OCC (ethyl(E)-3-[1-[6-(5-methyl-2-phenyl-4-oxazolylmethoxy)-3-pyridylmethyl]-4-phenyl-3-pyrrolyl]propenoate). Reaction SMILES: [H-].[Na+].[CH3:3][C:4]1[O:8][C:7]([C:9]2[CH:14]=[CH:13][CH:12]=[CH:11][CH:10]=2)=[N:6][C:5]=1[CH2:15][O:16][C:17]1[N:22]=[CH:21][C:20]([CH2:23][N:24]2[CH:28]=[C:27]([C:29]3[CH:34]=[CH:33][CH:32]=[CH:31][CH:30]=3)[C:26]([CH:35]=O)=[CH:25]2)=[CH:19][CH:18]=1.C(OP([CH2:45][C:46]([O:48][CH2:49][CH3:50])=[O:47])(OCC)=O)C.O>CN(C)C=O>[CH3:3][C:4]1[O:8][C:7]([C:9]2[CH:10]=[CH:11][CH:12]=[CH:13][CH:14]=2)=[N:6][C:5]=1[CH2:15][O:16][C:17]1[N:22]=[CH:21][C:20]([CH2:23][N:24]2[CH:28]=[C:27]([C:29]3[CH:34]=[CH:33][CH:32]=[CH:31][CH:30]=3)[C:26](/[CH:35]=[CH:45]/[C:46]([O:48][CH2:49][CH3:50])=[O:47])=[CH:25]2)=[CH:19][CH:18]=1 |f:0.1|. Procedure: Sodium hydride (60%, oily, 190 mg) was added to a solution of 1-[6-(5-methyl-2-phenyl-4-oxazolylmethoxy)-3-pyridylmethyl]-4-phenyl-3-pyrrolecarbaldehyde (1.05 g) and ethyl diethylphosphonoacetate (1.05 g) in N,N-dimethylformamide (50 ml) at 0° C., and the mixture was stirred at 0° C. for 2 hours. The reaction mixture was poured into water, and the precipitated crystals were collected by filtration to obtain ethyl(E)-3-[1-[6-(5-methyl-2-phenyl-4-oxazolylmethoxy)-3-pyridylmethyl]-4-phenyl-3-pyrrol...